Task: describe an organic reaction: reactants, conditions, products, and yield. Dataset: the Open Reaction Database (ORD), a public repository of structured organic reaction records Reaction SMILES: [CH2:1]([OH:7])[CH2:2][CH2:3][CH2:4][CH2:5][CH3:6].[NH2:8][C:9](N)=[O:10]>[Ni]>[C:9](=[O:10])([O:7][CH2:1][CH2:2][CH2:3][CH2:4][CH2:5][CH3:6])[NH2:8]. Conditions: temperature 130 celsius, time 4 hour. Procedure: A mixture of 918 parts of hexyl alcohol, 300 parts of urea and 14 parts of a cation exchanger which is commercially available under the registered name Amberlite 200 and, having been treated in accordance with Example (1 a), contains nickel, is heated to 130° C. whilst stirring. The temperature is then raised to 150° C. in the course of 6 hours and maintained thereat for a further 4 hours. After filtering off the exchanger, excess hexyl alcohol is distilled off under reduced pressure. 680 parts ... Yields the product C(N)(OCCCCCC)=O (hexyl carbamate). The yield is 94.0%. The reagents and catalysts are [Ni] (nickel). Starting materials: 918, C(CCCCC)O (hexyl alcohol), NC(=O)N (urea). Reactants: S(O)(O)(=O)=O (sulfuric acid), C1(=CC=CC=C1)C1=CC(=NO1)C1=C(CO)C=CC=C1 (o-(5-phenyl-3-isoxazolyl)benzyl alcohol), CC(=O)C (acetone), reagent. The reagents and catalysts are [O-2].[O-2].[O-2].[Cr+6] (chromium trioxide). Run in O (water). Conditions: time 3 hour. The product is C1(=CC=CC=C1)C1=CC(=NO1)C1=C(C(=O)O)C=CC=C1 (o-(5-phenyl-3-isoxazolyl) benzoic acid). Reaction SMILES: [C:1]1([C:7]2[O:11][N:10]=[C:9]([C:12]3[CH:19]=[CH:18][CH:17]=[CH:16][C:13]=3[CH2:14][OH:15])[CH:8]=2)[CH:6]=[CH:5][CH:4]=[CH:3][CH:2]=1.CC(C)=[O:22].S(=O)(=O)(O)O>O.[O-2].[O-2].[O-2].[Cr+6]>[C:1]1([C:7]2[O:11][N:10]=[C:9]([C:12]3[CH:19]=[CH:18][CH:17]=[CH:16][C:13]=3[C:14]([OH:22])=[O:15])[CH:8]=2)[CH:6]=[CH:5][CH:4]=[CH:3][CH:2]=1 |f:4.5.6.7|. Procedure details: A mixture of 6.3 g. (0.025 mole) o-(5-phenyl-3-isoxazolyl)benzyl alcohol in 125 ml. acetone is added dropwise at room temperature to 50 ml. (0.1 mole) of a reagent prepared by dissolving 100 g. (1.0 mole) chromium trioxide in 160 g. of concentrated sulfuric acid and diluting with water to form a 500 ml. solution. The mixture is stirred for 3 hours at room temperature and then filtered. The acetone is evaporated in vacuo and the residue partitioned between ether and water. The resulting layers ar... The reactants are Br, COC(=O)N1CCC(c2cc(=O)[nH]o2)CC1Cc1ccccc1. Product: O=c1cc(C2CCNC(Cc3ccccc3)C2)o[nH]1. RXN SMILES: [BrH:24].[CH2:1]([c:2]1[cH:3][cH:4][cH:5][cH:6][cH:7]1)[CH:8]1[N:9]([C:20]([O:21][CH3:22])=[O:23])[CH2:10][CH2:11][CH:12]([c:14]2[cH:15][c:16](=[O:19])[nH:17][o:18]2)[CH2:13]1>>[CH2:1]([c:2]1[cH:3][cH:4][cH:5][cH:6][cH:7]1)[CH:8]1[NH:9][CH2:10][CH2:11][CH:12]([c:14]2[cH:15][c:16](=[O:19])[nH:17][o:18]2)[CH2:13]1. Starting materials: O=C([O-])[O-], O=C1CC2CNCC2C1, CC#N, O=C(O)C(F)(F)F, [K+], [K+], O=C(Cl)N1CCOCC1. Yields the product O=C1CC2CN(C(=O)N3CCOCC3)CC2C1. As a reaction SMILES: [C:17](=[O:18])([O-:19])[O-:20].[CH2:8]1[NH:9][CH2:10][CH:11]2[CH:12]1[CH2:13][C:14](=[O:16])[CH2:15]2.[CH3:32][C:33]#[N:34].[F:1][C:2]([F:3])([F:4])[C:5]([OH:6])=[O:7].[K+:21].[K+:22].[O:23]1[CH2:24][CH2:25][N:26]([C:29](=[O:30])[Cl:31])[CH2:27][CH2:28]1>>[CH2:8]1[N:9]([C:29]([N:26]2[CH2:25][CH2:24][O:23][CH2:28][CH2:27]2)=[O:30])[CH2:10][CH:11]2[CH:12]1[CH2:13][C:14](=[O:16])[CH2:15]2.